From a dataset of the Open Reaction Database (ORD), a public repository of structured organic reaction records. describe an organic reaction: reactants, conditions, products, and yield Reactants: O=C([O-])[O-], CC#N, CC(C)(C)C(=O)CCl, Sc1ccc(Cl)cc1, [K+], [K+]. The product is CC(C)(C)C(=O)CSc1ccc(Cl)cc1. As a reaction SMILES: [C:9](=[O:10])([O-:11])[O-:12].[CH3:23][C:24]#[N:25].[Cl:15][CH2:16][C:17]([C:18]([CH3:19])([CH3:20])[CH3:21])=[O:22].[Cl:1][c:2]1[cH:3][cH:4][c:5]([SH:8])[cH:6][cH:7]1.[K+:13].[K+:14]>>[Cl:1][c:2]1[cH:3][cH:4][c:5]([S:8][CH2:16][C:17]([C:18]([CH3:19])([CH3:20])[CH3:21])=[O:22])[cH:6][cH:7]1. The reactants are O=C(O)c1cc2ccccc2s1, Cc1ccc([N+](=O)[O-])cc1N. Reagents/catalysts: CCN=C=NCCCN(C)C.Cl (EDC-HCl). Run in CN(C)C=O (DMF), CN(C)C=O (DMF), CN(C)C=O (DMF), CN(C)C=O (DMF), CN(C)C=O (DMF), CN(C)C=O (DMF). Reaction conditions: temperature 25 celsius, time 2 hour. Product: Cc1ccc([N+](=O)[O-])cc1NC(=O)c1cc2ccccc2s1. Isolated yield 3.3%. Reaction SMILES: Cc1ccc([N+](=O)[O-])cc1N.O=C(O)c1cc2ccccc2s1.CCN=C=NCCCN(C)C.Cl.CN(C)C=O>>Cc1ccc([N+](=O)[O-])cc1NC(=O)c1cc2ccccc2s1. Reactants: O (Water), CN1CCN(CC1)C1=CC=C(C=N1)N (6-(4-methylpiperazin-1-yl)pyridine-3-amine), N1=CC=CC=C1 (pyridine), ClC(=O)OCC(Cl)(Cl)Cl (2,2,2-trichloroethyl chloroformate). The solvent is O1CCCC1 (tetrahydrofuran). Product: CN1CCN(CC1)C1=CC=C(C=N1)NC(OCC(Cl)(Cl)Cl)=O (2,2,2-Trichloroethyl [6-(4-methylpiperazin-1-yl)pyridin-3-yl]carbamate). RXN SMILES: [CH3:1][N:2]1[CH2:7][CH2:6][N:5]([C:8]2[N:13]=[CH:12][C:11]([NH2:14])=[CH:10][CH:9]=2)[CH2:4][CH2:3]1.N1C=CC=CC=1.Cl[C:22]([O:24][CH2:25][C:26]([Cl:29])([Cl:28])[Cl:27])=[O:23].O>O1CCCC1>[CH3:1][N:2]1[CH2:7][CH2:6][N:5]([C:8]2[N:13]=[CH:12][C:11]([NH:14][C:22](=[O:23])[O:24][CH2:25][C:26]([Cl:29])([Cl:28])[Cl:27])=[CH:10][CH:9]=2)[CH2:4][CH2:3]1. Procedure details: To a solution of 6-(4-methylpiperazin-1-yl)pyridine-3-amine (1.00 g, 5.20 mmol) and pyridine (0.509 ml, 6.24 mmol) in tetrahydrofuran (17 ml) was added, under ice-cooling, 2,2,2-trichloroethyl chloroformate (0.509 ml, 6.24 mmol), and the mixture was stirred at room temperature for 1 hour and half. Water was poured to the reaction mixture, and the resulting solution was extracted with ethyl acetate. The extract was washed with water and dried over anhydrous magnesium sulfate, and the solvent was ... The reactants are C(#N)C1=CC=C(C=C1)CCC1=NC2=C(N1C)C=CC(=C2)NC(C(F)(F)F)=O (N-{2-[2-(4-cyanophenyl)-ethyl]-1-methyl-benzimidazol-5-yl}-trifluoroacetamide), C([O-])([O-])=O.[K+].[K+] (potassium carbonate), CI (methyliodide). Solvent: CS(=O)C (dimethylsulphoxide), C(C)(=O)OCC (ethyl acetate). Reaction conditions: temperature 35 celsius, time 4 hour. Product: C(#N)C1=CC=C(C=C1)CCC1=NC2=C(N1C)C=CC(=C2)NC (2-[2-(4-cyanophenyl)-ethyl]-1-methyl-5-methylamino-benzimidazole). RXN SMILES: [C:1]([C:3]1[CH:8]=[CH:7][C:6]([CH2:9][CH2:10][C:11]2[N:15]([CH3:16])[C:14]3[CH:17]=[CH:18][C:19]([NH:21][C:22](=O)C(F)(F)F)=[CH:20][C:13]=3[N:12]=2)=[CH:5][CH:4]=1)#[N:2].C(=O)([O-])[O-].[K+].[K+].CI>CS(C)=O.C(OCC)(=O)C>[C:1]([C:3]1[CH:8]=[CH:7][C:6]([CH2:9][CH2:10][C:11]2[N:15]([CH3:16])[C:14]3[CH:17]=[CH:18][C:19]([NH:21][CH3:22])=[CH:20][C:13]=3[N:12]=2)=[CH:5][CH:4]=1)#[N:2] |f:1.2.3|. Procedure: 11.2 g (30.0 mmol) of N-{2-[2-(4-cyanophenyl)-ethyl]-1-methyl-benzimidazol-5-yl}-trifluoroacetamide, 10.5 g (76.0 mmol) of potassium carbonate and 2.0 mL of methyliodide were stirred for 3 hours in 80 mL of dimethylsulphoxide at 40-50° C. Then the mixture was diluted with 100 mL of ethyl acetate, poured onto water and extracted. The organic phase is again washed with water, dried and concentrated by evaporation. The residue is chromatographed on silica gel. The methylated trifluoroacetamide is t... The reactants are C(C)(C)(C)OC(NC(=N)C=1SC(=C(C1)S(=O)(=O)C1=CC(=CC=C1)B(O)O)SC)=O ({[4-(3-dihydroxyboranyl-benzenesulfonyl)-5-methylsulfanyl-thiophen-2-yl]-imino-methyl}-carbamic acid tert-butyl ester), C(C)O (ethanol), BrC1=C(C=C(C=C1C)[N+](=O)[O-])N (2-Bromo-3-methyl-5-nitro-phenylamine), C(=O)([O-])[O-].[Na+].[Na+] (Na2CO3). Reagents/catalysts: C=1C=CC(=CC1)[P](C=2C=CC=CC2)(C=3C=CC=CC3)[Pd]([P](C=4C=CC=CC4)(C=5C=CC=CC5)C=6C=CC=CC6)([P](C=7C=CC=CC7)(C=8C=CC=CC8)C=9C=CC=CC9)[P](C=1C=CC=CC1)(C=1C=CC=CC1)C=1C=CC=CC1 (Pd(PPh3)4). Run in O (water), CCOC(=O)C (EtOAc), C1(=CC=CC=C1)C (toluene). Run at temperature 80 celsius, time 16 hour. Yields the product C(C)(C)(C)OC(NC(=N)C=1SC(=C(C1)S(=O)(=O)C=1C=C(C=CC1)C1=C(C=C(C=C1N)[N+](=O)[O-])C)SC)=O ({[4-(6′-Amino-2′-methyl-4′-nitro-biphenyl-3-sulfonyl)-5-methylsulfanyl-thiophen-2-yl]-imino-methyl}-carbamic acid tert-butyl ester). Yield: 33.0%. RXN SMILES: [C:1]([O:5][C:6](=[O:29])[NH:7][C:8]([C:10]1[S:11][C:12]([S:27][CH3:28])=[C:13]([S:15]([C:18]2[CH:23]=[CH:22][CH:21]=[C:20](B(O)O)[CH:19]=2)(=[O:17])=[O:16])[CH:14]=1)=[NH:9])([CH3:4])([CH3:3])[CH3:2].Br[C:31]1[C:36]([CH3:37])=[CH:35][C:34]([N+:38]([O-:40])=[O:39])=[CH:33][C:32]=1[NH2:41].C([O-])([O-])=O.[Na+].[Na+].C(O)C>C1C=CC([P]([Pd]([P](C2C=CC=CC=2)(C2C=CC=CC=2)C2C=CC=CC=2)([P](C2C=CC=CC=2)(C2C=CC=CC=2)C2C=CC=CC=2)[P](C2C=CC=CC=2)(C2C=CC=CC=2)C2C=CC=CC=2)(C2C=CC=CC=2)C2C=CC=CC=2)=CC=1.O.CCOC(C)=O.C1(C)C=CC=CC=1>[C:1]([O:5][C:6](=[O:29])[NH:7][C:8]([C:10]1[S:11][C:12]([S:27][CH3:28])=[C:13]([S:15]([C:18]2[CH:19]=[C:20]([C:31]3[C:32]([NH2:41])=[CH:33][C:34]([N+:38]([O-:40])=[O:39])=[CH:35][C:36]=3[CH3:37])[CH:21]=[CH:22][CH:23]=2)(=[O:17])=[O:16])[CH:14]=1)=[NH:9])([CH3:4])([CH3:3])[CH3:2] |f:2.3.4,^1:54,56,75,94|. Procedure: A flask with a stirbar was charged with {[4-(3-dihydroxyboranyl-benzenesulfonyl)-5-methylsulfanyl-thiophen-2-yl]-imino-methyl}-carbamic acid tert-butyl ester ((Example 140: step a (752 mg, 1.65 mmol), 2-bromo-3-methyl-5-nitro-phenylamine ((Example 295: step g) 306 mg, 1.32 mmol), aqueous Na2CO3 (2M, 4 mL, 8 mmol), ethanol (4 mL) and toluene (8 mL). The solution was sparged with argon for 10 min and Pd(PPh3)4 (294 mg, 0.25 mmol) was added. The biphasic solution was vigorously stirred under inert ... Procedure details: A stirred mixture containing 7.36 g 4-fluoro-3-hydroxyphthalide, 18.15 g potassium carbonate and 11 mL methyl iodide in 125 mL acetone is heated at reflux for two hours. After stirring overnight at room temperature, the mixture is filtered and concentrated. The residue is dispersed in 200 mL ether, filtered and the filtrate concentrated to give 7.6 g residue which is used directly without further purification. The nmr spectrum of this material is consistent with that expected for the desired pro... Yields the product FC=1C(=C(C(=O)OC)C=CC1)C=O (methyl 3-fluoro-2-formylbenzoate). Isolated yield 95.3%. Run at time 8 hour. RXN SMILES: [F:1][C:2]1[CH:11]=[CH:10][CH:9]=[C:8]2[C:3]=1[CH:4]([OH:12])[O:5][C:6]2=[O:7].[C:13](=O)([O-])[O-].[K+].[K+].CI>CC(C)=O>[F:1][C:2]1[C:3]([CH:4]=[O:12])=[C:8]([CH:9]=[CH:10][CH:11]=1)[C:6]([O:5][CH3:13])=[O:7] |f:1.2.3|. The reactants are FC1=C2C(OC(=O)C2=CC=C1)O (4-fluoro-3-hydroxyphthalide), C([O-])([O-])=O.[K+].[K+] (potassium carbonate), CI (methyl iodide). Run in CC(=O)C (acetone). Reactants: [H-].[Na+] (Sodium hydride), CS(=O)C (dimethylsulfoxide), CC1=CC=C(C(CBr)=O)C=C1 (4-Methylphenacyl bromide), CS(=O)C (dimethylsulfoxide), C(C)(=O)NC1=CC=C(C=C1)O (4-acetamidophenol), CS(=O)C (dimethylsulfoxide). The solvent is O (water). Reaction conditions: time 1 hour. Yields the product CC1(CC=C(OCC(=O)C2=CC=CC=C2)C=C1)NC(C)=O (4-methyl-α-(4-acetamidophenoxy)acetophenone). RXN SMILES: [H-].[Na+].[C:3]([NH:6][C:7]1[CH:12]=[CH:11][C:10]([OH:13])=[CH:9][CH:8]=1)(=[O:5])[CH3:4].C[C:15]1[CH:24]=[CH:23][C:18]([C:19](=[O:22])[CH2:20]Br)=[CH:17][CH:16]=1.[CH3:25]S(C)=O>O>[CH3:25][C:7]1([NH:6][C:3](=[O:5])[CH3:4])[CH:12]=[CH:11][C:10]([O:13][CH2:20][C:19]([C:18]2[CH:23]=[CH:24][CH:15]=[CH:16][CH:17]=2)=[O:22])=[CH:9][CH2:8]1 |f:0.1|. Procedure: 65% Sodium hydride (2.2 g, 0.06 mole) was added to dimethylsulfoxide (60 ml), and a solution of 4-acetamidophenol (XV: R=CH3) (7.6 g, 0.05 mole) in dimethylsulfoxide (20 ml) was dropwise added thereto. After cooling to 5° to 10° C., a solution of 4-methylphenacyl chloride (XVI: X=Cl) (8.4 g, 0.05 mole) in dimethylsulfoxide (20 ml) was added dropwise thereto over 1 hour. Thereafter the reaction was carried out at 15° C. for 8 hours. The reaction mixture was diluted with water, and the precipitate... The reactants are FC=1C=C(C=CC1F)C(C(=O)OCC)=O (ethyl 3,4-difluorophenylglyoxylate). The solvent is C1CCOC1 (THF). Reaction conditions: temperature 5 celsius, time 2 hour. The product is FC=1C=C(C(C(=O)OCC)(O)C2=CC(=C(C=C2)F)F)C=CC1F (Ethyl 3,3′,4,4′-tetrafluorobenzilate). Reaction SMILES: [F:1][C:2]1[CH:3]=[C:4]([C:9](=[O:15])[C:10]([O:12][CH2:13][CH3:14])=[O:11])[CH:5]=[CH:6][C:7]=1[F:8]>C1COCC1>[F:1][C:2]1[CH:3]=[C:4]([CH:5]=[CH:6][C:7]=1[F:8])[C:9]([C:5]1[CH:4]=[CH:3][C:2]([F:1])=[C:7]([F:8])[CH:6]=1)([OH:15])[C:10]([O:12][CH2:13][CH3:14])=[O:11]. Procedure: The Grignard reagent is prepared from 2.24 g (0.092 mol) of magnesium chips, a few granules of iodine and 17.80 g (0.092 mol) of 1-bromo-3,4-difluoro-benzene in 100 ml of THF at 50° C. After the halide has all been added, the mixture is stirred for another hour. The Grignard reagent thus obtained is added dropwise to 18.81 g (0.088 mol) of ethyl 3,4-difluorophenylglyoxylate in 80 ml of THF at 10°-15° C. and the mixture obtained is stirred for 2 hours at 5° C. The reactants are O=C(Cl)c1ccccc1, CC(C)(CN)NCCc1ccccc1, [Na+], [OH-], O, c1ccccc1. Product: CC(C)(CNC(=O)c1ccccc1)NCCc1ccccc1. Reaction SMILES: [C:15]([c:16]1[cH:17][cH:18][cH:19][cH:20][cH:21]1)(=[O:22])[Cl:23].[CH2:1]([c:2]1[cH:3][cH:4][cH:5][cH:6][cH:7]1)[CH2:8][NH:9][C:10]([CH2:11][NH2:12])([CH3:13])[CH3:14].[Na+:25].[OH-:24].[OH2:32].[cH:26]1[cH:27][cH:28][cH:29][cH:30][cH:31]1>>[CH2:1]([c:2]1[cH:3][cH:4][cH:5][cH:6][cH:7]1)[CH2:8][NH:9][C:10]([CH2:11][NH:12][C:15]([c:16]1[cH:17][cH:18][cH:19][cH:20][cH:21]1)=[O:22])([CH3:13])[CH3:14].